This data is from the Open Reaction Database (ORD), a public repository of structured organic reaction records. The task is: describe an organic reaction: reactants, conditions, products, and yield Starting materials: C(C)(C)(C)OC(NC(C)C=1SC=C(N1)C(=O)N1CCCC2=CC=CC=C12)=O (tert-butyl(1-(4-(1,2,3,4-tetrahydroquinoline-1-carbonyl)thiazol-2-yl)ethyl)-carbamate), Cl.O1CCOCC1 (hydrogen chloride dioxan). Yields the product Cl.NC(C)C=1SC=C(N1)C(=O)N1CCCC2=CC=CC=C12 (1-(2-(1-aminoethyl)thiazole-4-carbonyl)-1,2,3,4-tetrahydroquinoline hydrochloride). As a reaction SMILES: C(OC(=O)[NH:7][CH:8]([C:10]1[S:11][CH:12]=[C:13]([C:15]([N:17]2[C:26]3[C:21](=[CH:22][CH:23]=[CH:24][CH:25]=3)[CH2:20][CH2:19][CH2:18]2)=[O:16])[N:14]=1)[CH3:9])(C)(C)C.[ClH:28].O1CCOCC1>>[ClH:28].[NH2:7][CH:8]([C:10]1[S:11][CH:12]=[C:13]([C:15]([N:17]2[C:26]3[C:21](=[CH:22][CH:23]=[CH:24][CH:25]=3)[CH2:20][CH2:19][CH2:18]2)=[O:16])[N:14]=1)[CH3:9] |f:1.2,3.4|. Procedure: A solution of tert-butyl(1-(4-(1,2,3,4-tetrahydroquinoline-1-carbonyl)thiazol-2-yl)ethyl)-carbamate (180 mg, 0.47 mmol) in 4N hydrogen chloride/dioxan (10 ml) was stirred in an ice/water bath and allowed to warm to room temperature. The mixture was concentrated and azeotroped with toluene twice, tetrachloromethane twice and dichloromethane once to afford 1-(2-(1-aminoethyl)thiazole-4-carbonyl)-1,2,3,4-tetrahydroquinoline hydrochloride. The yield was assumed to be quantitative and the material wa...